This data is from the Open Reaction Database (ORD), a public repository of structured organic reaction records. The task is: describe an organic reaction: reactants, conditions, products, and yield Reactants: ClC1=C(COC=2C=CC=C3C=CC(=NC23)C)C(=CC=C1[N+](=O)[O-])Cl (8-(2,6-dichloro-3-nitrobenzyloxy)-2-methylquinoline), Cl (hydrochloric acid). Reagents/catalysts: [Fe] (iron). Run in CO (methanol). Conditions: time 1 hour. Product: Cl.Cl.NC=1C(=C(COC=2C=CC=C3C=CC(=NC23)C)C(=CC1)Cl)Cl (8-(3-amino-2,6-dichlorobenzyloxy)-2-methylquinoline dihydrochloride). Reaction SMILES: [Cl:1][C:2]1[C:20]([N+:21]([O-])=O)=[CH:19][CH:18]=[C:17]([Cl:24])[C:3]=1[CH2:4][O:5][C:6]1[CH:7]=[CH:8][CH:9]=[C:10]2[C:15]=1[N:14]=[C:13]([CH3:16])[CH:12]=[CH:11]2.[ClH:25]>[Fe].CO>[ClH:1].[ClH:25].[NH2:21][C:20]1[C:2]([Cl:1])=[C:3]([C:17]([Cl:24])=[CH:18][CH:19]=1)[CH2:4][O:5][C:6]1[CH:7]=[CH:8][CH:9]=[C:10]2[C:15]=1[N:14]=[C:13]([CH3:16])[CH:12]=[CH:11]2 |f:4.5.6|. Procedure details: To a mixture of 8-(2,6-dichloro-3-nitrobenzyloxy)-2-methylquinoline (1.0 g), concentrated hydrochloric acid (5.2 ml) and methanol (5.2 ml) was added iron powder (666 mg). The mixture was heated under reflux for 2 hours and stirred in an ice-water bath for 1 hour. The precipitate was collected by vacuum filtration and washed with 1N hydrochloric acid and water to give 8-(3-amino-2,6-dichlorobenzyloxy)-2-methylquinoline dihydrochloride (635 mg) as a brownish powder. Reactants: ClC=1C=C(C(=O)OO)C=CC1 (3-Chloroperoxybenzoic acid), FC1=CC=C(C=C1)C1=CC=C2C=C(C=NC2=C1)SCCC(=O)OC (methyl 3-{[7-(4-fluorophenyl)quinolin-3-yl]thio}propanoate), [OH-].[Ca+2].[OH-] (Calcium hydroxide). Solvent: ClCCl (dichloromethane). Reaction conditions: time 1 hour. Product: FC1=CC=C(C=C1)C1=CC=C2C=C(C=NC2=C1)S(=O)(=O)CCC(=O)OC (methyl 3-{[7-(4-fluorophenyl)quinolin-3-yl]sulfonyl}propanoate). The yield is 85.2%. RXN SMILES: ClC1C=C(C=CC=1)C(OO)=O.[F:12][C:13]1[CH:18]=[CH:17][C:16]([C:19]2[CH:28]=[C:27]3[C:22]([CH:23]=[C:24]([S:29][CH2:30][CH2:31][C:32]([O:34][CH3:35])=[O:33])[CH:25]=[N:26]3)=[CH:21][CH:20]=2)=[CH:15][CH:14]=1.[OH-:36].[Ca+2].[OH-:38]>ClCCl>[F:12][C:13]1[CH:14]=[CH:15][C:16]([C:19]2[CH:28]=[C:27]3[C:22]([CH:23]=[C:24]([S:29]([CH2:30][CH2:31][C:32]([O:34][CH3:35])=[O:33])(=[O:38])=[O:36])[CH:25]=[N:26]3)=[CH:21][CH:20]=2)=[CH:17][CH:18]=1 |f:2.3.4|. Reported procedure: 3-Chloroperoxybenzoic acid (77%; 8.05 g, 36 mmol) was added portionwise to a solution of methyl 3-{[7-(4-fluorophenyl)quinolin-3-yl]thio}propanoate (5.57 g, 16 mmol) in dichloromethane (150 mL). The resulting mixture was stirred at room temperature under nitrogen for 1 hour. Calcium hydroxide (5.1 g, 69 mmol) was added portionwise and the resulting slurry stirred for 30 minutes. The mixture was filtered and the filter cake washed thoroughly with dichloromethane. The filtrate was evaporated and t... Starting materials: [N+](=O)([O-])C1=C(CCO)C=CC=C1 (2-nitrophenethyl alcohol), N1C=NC=C1 (imidazole), ClCCl (dichloromethane), [Si](C)(C)(C(C)(C)C)Cl (tert-butyldimethylsilyl chloride). Solvent: C(C)(=O)OCC (ethyl acetate), C(C)OCC (diethyl ether). Run at temperature 0 celsius, time 2 hour. Product: [N+](=O)([O-])C1=C(C=CC=C1)CCO[Si](C)(C)C(C)(C)C (2-(2-nitrophenyl)-1-(tert-butyldimethylsilyloxy) ethane). Yield: 95.9%. RXN SMILES: [N+:1]([C:4]1[CH:12]=[CH:11][CH:10]=[CH:9][C:5]=1[CH2:6][CH2:7][OH:8])([O-:3])=[O:2].N1C=CN=C1.ClCCl.[Si:21](Cl)([C:24]([CH3:27])([CH3:26])[CH3:25])([CH3:23])[CH3:22]>C(OCC)(=O)C.C(OCC)C>[N+:1]([C:4]1[CH:12]=[CH:11][CH:10]=[CH:9][C:5]=1[CH2:6][CH2:7][O:8][Si:21]([C:24]([CH3:27])([CH3:26])[CH3:25])([CH3:23])[CH3:22])([O-:3])=[O:2]. Reported procedure: Add 2-nitrophenethyl alcohol (20 g, 120 mmol) and imidazole (11.4 g, 167 mmol) to dichloromethane (200 mL). Cooled to 0° C. and add solid tert-butyldimethylsilyl chloride (23.4 g, 155 mmol). Stir the mixture at 20° C. for 2 hours and dilute with 1:1 ethyl acetate:diethyl ether. Wash with distilled water, aqueous 3% acetic acid, aqueous 0.5 molar sodium hydrogen carbonate, and saturated sodium chloride. Dry over anhydrous magnesium sulfate, filter, and concentrate under reduced pressure to give 3... The reactants are C1CCOC1, CO, C#CC(COc1ccc(F)cc1)OC(=O)c1cc([N+](=O)[O-])cc([N+](=O)[O-])c1, [K+], [K+], O=C([O-])[O-]. The product is C#CC(O)COc1ccc(F)cc1. RXN SMILES: [CH2:36]1[O:37][CH2:38][CH2:39][CH2:40]1.[CH3:28][OH:29].[F:1][c:2]1[cH:3][cH:4][c:5]([O:6][CH2:7][CH:8]([C:9]#[CH:10])[O:11][C:12](=[O:13])[c:14]2[cH:15][c:16]([N+:17]([O-:18])=[O:19])[cH:20][c:21]([N+:22]([O-:23])=[O:24])[cH:25]2)[cH:26][cH:27]1.[K+:30].[K+:31].[O-:32][C:33]([O-:34])=[O:35]>>[F:1][c:2]1[cH:3][cH:4][c:5]([O:6][CH2:7][CH:8]([C:9]#[CH:10])[OH:11])[cH:26][cH:27]1. Reactants: BrC=1C=CC(=C(CNC(OC)=O)C1)F (methyl N-(5-bromo-2-fluorobenzyl)carbamate), [Cl-].[Na+] (sodium chloride), C#CC(C)O (1-butyn-3-ol), palladium dichlorobis(triphenylphosphine). The reagents and catalysts are [Cu]I (copper(I) iodide). Solvent: C(C)N(CC)CC (triethylamine). Run at temperature 100 celsius, time 48 hour. Product: FC1=C(CNC(OC)=O)C=C(C=C1)C#CC(C)O (methyl N-[2-fluoro-5-(3-hydroxy-1-butynyl)benzyl]carbamate). The yield is 41.1%. Reaction SMILES: Br[C:2]1[CH:3]=[CH:4][C:5]([F:14])=[C:6]([CH:13]=1)[CH2:7][NH:8][C:9](=[O:12])[O:10][CH3:11].[CH:15]#[C:16][CH:17]([OH:19])[CH3:18].[Cl-].[Na+]>[Cu]I.C(N(CC)CC)C>[F:14][C:5]1[CH:4]=[CH:3][C:2]([C:15]#[C:16][CH:17]([OH:19])[CH3:18])=[CH:13][C:6]=1[CH2:7][NH:8][C:9](=[O:12])[O:10][CH3:11] |f:2.3|. Procedure: A mixture comprising 1.60 g of methyl N-(5-bromo-2-fluorobenzyl)carbamate, 1.40 g of 1-butyn-3-ol, 0.20 g of palladium dichlorobis(triphenylphosphine), 0.10 g of copper(I) iodide and 10 ml of triethylamine, was stirred at 100° C. for 48 hours in an autoclave. The reaction solution was poured into a saturated sodium chloride aqueous solution and extracted with ethyl acetate, followed by washing with water and drying over anhydrous magnesium sulfate. The solvent was distilled off under reduced pre... Reagents/catalysts: [Pt] (Platinum). As a reaction SMILES: [CH2:1]([C:4]1[S:5][C:6]([CH3:9])=[CH:7][CH:8]=1)[CH:2]=[CH2:3].[Cl:10][SiH:11]([Cl:13])[Cl:12]>[Pt].C1(C)C=CC=CC=1>[Cl:10][Si:11]([Cl:13])([Cl:12])[CH2:3][CH2:2][CH2:1][C:4]1[S:5][C:6]([CH3:9])=[CH:7][CH:8]=1. Product: Cl[Si](CCCC=1SC(=CC1)C)(Cl)Cl (2-(3-Trichlorosilylpropyl)-5-methylthiophene). The reactants are C(C=C)C=1SC(=CC1)C (2-allyl-5-methylthiophene), Cl[SiH](Cl)Cl (trichlorosilane). Run in C1(=CC=CC=C1)C (toluene). Procedure: The hydrosilylation reaction of Example 1 was repeated using 4.5 g of 2-allyl-5-methylthiophene in place of 2-allylthiophene, 2.5 g of anhydrous toluene, 5.0 g of trichlorosilane, and 50 mg of Platinum Catalyst. 2-(3-Trichlorosilylpropyl)-5-methylthiophene was obtained as a colorless liquid: 1H NMR (CDCl3) δ 6.60 (m, 2H); 2.88 (t, 2H, J=7.2 Hz); 2.47 (s, 3H); 1.95 (m, 2H); 1.47 (m, 2H). The reactants are CCC(O)C(C)C1OC1CC(C)C=CC=C(C)C1OC(=O)C(O[SiH](C)C)C(C(C)(C)C)CCC(C)(O)C(OC(C)=O)C=CC1C, CCOCC(=O)O, CN(C)c1ccccn1, CCOC(C)=O, C(=NC1CCCCC1)=NC1CCCCC1, ClCCl. Yields the product CCOCC(=O)OC(CC)C(C)C1OC1CC(C)C=CC=C(C)C1OC(=O)C(O[SiH](C)C)C(C(C)(C)C)CCC(C)(O)C(OC(C)=O)C=CC1C. Reaction SMILES: [C:32]([CH3:33])(=[O:34])[O:35][CH:36]1[C:37]([CH3:75])([OH:76])[CH2:38][CH2:39][CH:40]([C:71]([CH3:72])([CH3:73])[CH3:74])[CH:41]([O:67][SiH:68]([CH3:69])[CH3:70])[C:42](=[O:43])[O:44][CH:45]([C:50](=[CH:51][CH:52]=[CH:53][CH:54]([CH2:55][CH:56]2[CH:57]([CH:58]([CH:59]([CH2:60][CH3:61])[OH:62])[CH3:63])[O:64]2)[CH3:65])[CH3:66])[CH:46]([CH3:49])[CH:47]=[CH:48]1.[CH2:1]([CH3:2])[O:3][CH2:4][C:5](=[O:6])[OH:7].[CH3:23][N:24]([c:25]1[cH:26][cH:27][cH:28][cH:29][n:30]1)[CH3:31].[CH3:80][CH2:81][O:82][C:83](=[O:84])[CH3:85].[CH:8]1([N:9]=[C:10]=[N:11][CH:12]2[CH2:13][CH2:14][CH2:15][CH2:16][CH2:17]2)[CH2:18][CH2:19][CH2:20][CH2:21][CH2:22]1.[Cl:77][CH2:78][Cl:79]>>[CH2:1]([CH3:2])[O:3][CH2:4][C:5]([O:6][CH:59]([CH:58]([CH:57]1[CH:56]([CH2:55][CH:54]([CH:53]=[CH:52][CH:51]=[C:50]([CH:45]2[O:44][C:42](=[O:43])[CH:41]([O:67][SiH:68]([CH3:69])[CH3:70])[CH:40]([C:71]([CH3:72])([CH3:73])[CH3:74])[CH2:39][CH2:38][C:37]([CH3:75])([OH:76])[CH:36]([O:35][C:32]([CH3:33])=[O:34])[CH:48]=[CH:47][CH:46]2[CH3:49])[CH3:66])[CH3:65])[O:64]1)[CH3:63])[CH2:60][CH3:61])=[O:7]. Reactants: BrC1=NC=C(C=C1C)[N+](=O)[O-] (2-bromo-3-methyl-5-nitropyridine), C1(=CC=CC=C1)B(O)O (phenylboronic acid), PdCl2dppf, C(Cl)Cl (DCM), C(=O)([O-])[O-].[Cs+].[Cs+] (Cs2CO3), mixture. The solvent is O1CCOCC1.O (dioxane water). The product is CC=1C(=NC=C(C1)[N+](=O)[O-])C1=CC=CC=C1 (3-methyl-5-nitro-2-phenylpyridine). The yield is 96.4%. As a reaction SMILES: Br[C:2]1[C:7]([CH3:8])=[CH:6][C:5]([N+:9]([O-:11])=[O:10])=[CH:4][N:3]=1.[C:12]1(B(O)O)[CH:17]=[CH:16][CH:15]=[CH:14][CH:13]=1.C(Cl)Cl.C([O-])([O-])=O.[Cs+].[Cs+]>O1CCOCC1.O>[CH3:8][C:7]1[C:2]([C:12]2[CH:17]=[CH:16][CH:15]=[CH:14][CH:13]=2)=[N:3][CH:4]=[C:5]([N+:9]([O-:11])=[O:10])[CH:6]=1 |f:3.4.5,6.7|. Procedure: In a schlenck tube, a mixture of 2-bromo-3-methyl-5-nitropyridine (4.6 mmol, 1.0 g), phenylboronic acid (4.6 mmol, 0.560 g), PdCl2dppf.DCM (0.47 mmol, 0.4 g), Cs2CO3 (13.8 mmol, 4.5 g) in a dioxane/water 4:1 mixture (18 ml) was heated at 100° C. for 14 hours, under argon atmosphere. The solvent was evaporated and the crude mixture was extracted between water and ethyl acetate. The solid residue was purified by chromatography over SiO2 eluting with hexane/ethyl acetate mixtures affording 3-methyl... The reactants are CN1CCCC1=O, NCc1ccc(C(=O)O)cc1, CC(C)(C)OC(=O)CCCCCCCCCCCCCCC(=O)ON1C(=O)CCC1=O, O. The product is CC(C)(C)OC(=O)CCCCCCCCCCCCCCC(=O)NCc1ccc(C(=O)O)cc1. As a reaction SMILES: [CH3:44][N:45]1[CH2:46][CH2:47][CH2:48][C:49]1=[O:50].[NH2:1][CH2:2][c:3]1[cH:4][cH:5][c:6]([C:7](=[O:8])[OH:9])[cH:10][cH:11]1.[O:12]=[C:13]1[CH2:14][CH2:15][C:16](=[O:17])[N:18]1[O:19][C:20]([CH2:21][CH2:22][CH2:23][CH2:24][CH2:25][CH2:26][CH2:27][CH2:28][CH2:29][CH2:30][CH2:31][CH2:32][CH2:33][CH2:34][C:35](=[O:36])[O:37][C:38]([CH3:39])([CH3:40])[CH3:41])=[O:42].[OH2:43]>>[NH:1]([CH2:2][c:3]1[cH:4][cH:5][c:6]([C:7](=[O:8])[OH:9])[cH:10][cH:11]1)[C:20](=[O:19])[CH2:21][CH2:22][CH2:23][CH2:24][CH2:25][CH2:26][CH2:27][CH2:28][CH2:29][CH2:30][CH2:31][CH2:32][CH2:33][CH2:34][C:35](=[O:36])[O:37][C:38]([CH3:39])([CH3:40])[CH3:41]. The reactants are CS(=O)(=O)C1=NC=C(C=N1)C#CC1=CC=CC=C1 (2-methanesulfonyl-5-phenylethynyl-pyrimidine), Cl.CO[C@@H]1CC[C@H](CC1)N (trans-4-methoxycyclohexanamine hydrochloride). The product is CO[C@@H]1CC[C@H](CC1)NC1=NC=C(C=N1)C#CC1=CC=CC=C1 (trans-(4-Methoxy-cyclohexyl)-(5-phenylethynyl-pyrimidin-2-yl)-amine). RXN SMILES: CS([C:5]1[N:10]=[CH:9][C:8]([C:11]#[C:12][C:13]2[CH:18]=[CH:17][CH:16]=[CH:15][CH:14]=2)=[CH:7][N:6]=1)(=O)=O.Cl.[CH3:20][O:21][C@H:22]1[CH2:27][CH2:26][C@H:25]([NH2:28])[CH2:24][CH2:23]1>>[CH3:20][O:21][C@H:22]1[CH2:27][CH2:26][C@H:25]([NH:28][C:5]2[N:10]=[CH:9][C:8]([C:11]#[C:12][C:13]3[CH:18]=[CH:17][CH:16]=[CH:15][CH:14]=3)=[CH:7][N:6]=2)[CH2:24][CH2:23]1 |f:1.2|. Procedure details: The title compound, MS: m/e=308.5 (M+H+), can be prepared in accordance with the general method of example 1, step 3 from 2-methanesulfonyl-5-phenylethynyl-pyrimidine (example 1, step 2) and trans-4-methoxycyclohexanamine hydrochloride.